From a dataset of the Open Reaction Database (ORD), a public repository of structured organic reaction records. describe an organic reaction: reactants, conditions, products, and yield The reactants are ClC=1C=C(C=CC1F)NC1=NC=NC2=CC=3OCCCSCCCOC3C=C12 ((3-Chloro-4-fluoro-phenyl)-(2,10-dioxa-6-thia-14,16-diaza-tricyclo[9.8.0.013,18]nonadeca-1-(11),12,14,16,18-pentaen-17-yl)-amine), OOS(=O)[O-].[K+] (oxone), O (H2O). Solvent: CO (MeOH). Conditions: time 4 hour. The product is ClC=1C=C(C=CC1F)NC1=NC=NC2=CC=3OCCCS(CCCOC3C=C12)(=O)=O ((3-Chloro-4-fluoro-phenyl)-(6,6-dioxo-2,10-dioxa-6-thia-14,16-diaza-tricyclo[9.8.0.013,18]nonadeca-1(11),12,14,16,18-pentaen-17-yl)-amine). RXN SMILES: [Cl:1][C:2]1[CH:3]=[C:4]([NH:9][C:10]2[C:28]3[C:14](=[CH:15][C:16]4[O:17][CH2:18][CH2:19][CH2:20]S[CH2:22][CH2:23][CH2:24][O:25][C:26]=4[CH:27]=3)[N:13]=[CH:12][N:11]=2)[CH:5]=[CH:6][C:7]=1[F:8].O[O:30][S:31]([O-:33])=O.[K+].O>CO>[Cl:1][C:2]1[CH:3]=[C:4]([NH:9][C:10]2[C:28]3[C:14](=[CH:15][C:16]4[O:17][CH2:18][CH2:19][CH2:20][S:31](=[O:33])(=[O:30])[CH2:22][CH2:23][CH2:24][O:25][C:26]=4[CH:27]=3)[N:13]=[CH:12][N:11]=2)[CH:5]=[CH:6][C:7]=1[F:8] |f:1.2|. Reported procedure: (3-Chloro-4-fluoro-phenyl)-(2,10-dioxa-6-thia-14,16-diaza-tricyclo[9.8.0.013,18]nonadeca-1-(11),12,14,16,18-pentaen-17-yl)-amine (16, 140 mg, 0.33 mmol) was suspended in MeOH, to which was added a cloudy aqueous solution of oxone (monopersulfate compound) (820 mg, 1.33 mmol) at room temperature. The suspension was stirred and monitored by TLC which indicated that the reaction was completed in 4 h. The reaction mixture was poured into H2O (10 mL), and extracted with EtOAc (3×15 mL). The organic l... The reactants are C(C)(C)(C)OC(CCC1=CC(=C(C(=C1)Cl)C1=NC2=C(N1)C=C(C=C2)C(NC2=NC1=CC=CC=C1C=C2)=O)Cl)=O (3-(3,5-dichloro-4-[6-(quinolin-2-ylcarbamoyl)-1H-benzoimidazol-2-yl]-phenyl)-propionic acid tert butyl ester). Solvent: Cl (HCl), O1CCOCC1 (dioxane). Product: ClC=1C=C(C=C(C1C1=NC2=C(N1)C=C(C=C2)C(NC2=NC1=CC=CC=C1C=C2)=O)Cl)CCC(=O)O (3-(3,5-dichloro-4-[6-(quinolin-2-ylcarbamoyl)-1H-benzoimidazol-2-yl]-phenyl)-propionic acid), Cl (HCl). As a reaction SMILES: C([O:5][C:6](=[O:39])[CH2:7][CH2:8][C:9]1[CH:14]=[C:13]([Cl:15])[C:12]([C:16]2[NH:20][C:19]3[CH:21]=[C:22]([C:25](=[O:37])[NH:26][C:27]4[CH:36]=[CH:35][C:34]5[C:29](=[CH:30][CH:31]=[CH:32][CH:33]=5)[N:28]=4)[CH:23]=[CH:24][C:18]=3[N:17]=2)=[C:11]([Cl:38])[CH:10]=1)(C)(C)C>Cl.O1CCOCC1>[Cl:15][C:13]1[CH:14]=[C:9]([CH2:8][CH2:7][C:6]([OH:39])=[O:5])[CH:10]=[C:11]([Cl:38])[C:12]=1[C:16]1[NH:20][C:19]2[CH:21]=[C:22]([C:25](=[O:37])[NH:26][C:27]3[CH:36]=[CH:35][C:34]4[C:29](=[CH:30][CH:31]=[CH:32][CH:33]=4)[N:28]=3)[CH:23]=[CH:24][C:18]=2[N:17]=1.[ClH:15]. Procedure details: A solution of 3-(3,5-dichloro-4-[6-(quinolin-2-ylcarbamoyl)-1H-benzoimidazol-2-yl]-phenyl)-propionic acid tert butyl ester (440 mg, 0.8 mmol) in 4 M HCl in dioxane (25 mL) was stirred at ambient temperature 6 h. The solution was evaporated to half volume and diluted with diethyl ether to give 3-(3,5-dichloro-4-[6-(quinolin-2-ylcarbamoyl)-1H-benzoimidazol-2-yl]-phenyl)-propionic acid as an HCl salt. 1H-NMR (DMSO-d6, 400 MHz): δ 11.91 (s, 1H), 8.67 (d, J=9.09 Hz, 1H), 8.61 (s, 1H), 8.35 (d, J=9.09... The reactants are CCOC(=O)C(=O)c1cccn1C, Cc1ccccc1, Nc1ccccc1, O, Cc1ccc(S(=O)(=O)O)cc1. Yields the product CCOC(=O)C(=Nc1ccccc1)c1cccn1C. RXN SMILES: [CH3:1][n:2]1[c:3]([C:7]([C:8](=[O:9])[O:10][CH2:11][CH3:12])=[O:13])[cH:4][cH:5][cH:6]1.[CH3:33][c:34]1[cH:35][cH:36][cH:37][cH:38][cH:39]1.[NH2:14][c:15]1[cH:16][cH:17][cH:18][cH:19][cH:20]1.[OH2:32].[c:21]1([CH3:22])[cH:23][cH:24][c:25]([S:26]([OH:27])(=[O:28])=[O:29])[cH:30][cH:31]1>>[CH3:1][n:2]1[c:3]([C:7]([C:8](=[O:9])[O:10][CH2:11][CH3:12])=[N:14][c:15]2[cH:16][cH:17][cH:18][cH:19][cH:20]2)[cH:4][cH:5][cH:6]1. Reactants: COC(C(F)(F)F)(C(F)(F)F)C1=CC(=C(C=C1CCC)NC(=O)C=1C(=NN(C1C)C)C)C (N-{4-[1-methoxy-2,2,2-trifluoro-1-(trifluoromethyl)ethyl]-2-methyl-5-n-propylphenyl}-1,3,5-trimethylpyrazole-4-carboxamide), C(C)(=O)OC(C)=O (acetic anhydride), [H-].[Na+] (Sodium hydride), Cl (hydrochloric acid). Run in O1CCCC1 (tetrahydrofuran), O1CCCC1 (tetrahydrofuran), O1CCCC1 (tetrahydrofuran). Conditions: time 30 minute. Yields the product C(C)(=O)N(C(=O)C=1C(=NN(C1C)C)C)C1=C(C=C(C(=C1)CCC)C(C(F)(F)F)(C(F)(F)F)OC)C (N-acetyl-N-{4-[1-methoxy-2,2,2-trifluoro-1-(trifluoromethyl)ethyl]-2-methyl-5-n-propylphenyl}-1,3,5-trimethylpyrazole-4-carboxamide). Isolated yield 51.7%. RXN SMILES: [H-].[Na+].[CH3:3][O:4][C:5]([C:14]1[C:19]([CH2:20][CH2:21][CH3:22])=[CH:18][C:17]([NH:23][C:24]([C:26]2[C:27]([CH3:33])=[N:28][N:29]([CH3:32])[C:30]=2[CH3:31])=[O:25])=[C:16]([CH3:34])[CH:15]=1)([C:10]([F:13])([F:12])[F:11])[C:6]([F:9])([F:8])[F:7].[C:35](OC(=O)C)(=[O:37])[CH3:36].Cl>O1CCCC1>[C:35]([N:23]([C:17]1[CH:18]=[C:19]([CH2:20][CH2:21][CH3:22])[C:14]([C:5]([O:4][CH3:3])([C:6]([F:9])([F:8])[F:7])[C:10]([F:13])([F:11])[F:12])=[CH:15][C:16]=1[CH3:34])[C:24]([C:26]1[C:27]([CH3:33])=[N:28][N:29]([CH3:32])[C:30]=1[CH3:31])=[O:25])(=[O:37])[CH3:36] |f:0.1|. Reported procedure: Sodium hydride (32 mg, 60%, 0.8 mmol) was suspended in tetrahydrofuran (10 ml), and a solution of N-{4-[1-methoxy-2,2,2-trifluoro-1-(trifluoromethyl)ethyl]-2-methyl-5-n-propylphenyl}-1,3,5-trimethylpyrazole-4-carboxamide (250 mg, 0.53 mmol) in tetrahydrofuran (5 ml) was added dropwise. After stirring at room temperature for 30 min, a solution of acetic anhydride (80 mg, 0.78 mmol) in tetrahydrofuran (2 ml) was added, and the mixture was stirred for one day. The reaction mixture was poured into d...